From a dataset of the Open Reaction Database (ORD), a public repository of structured organic reaction records. describe an organic reaction: reactants, conditions, products, and yield Reactants: C[SiH](C)OC(c1ncc[nH]1)C(C)(C)C, C=CCOC(=O)N1CC(OS(C)(=O)=O)CC1CCOS(C)(=O)=O. Yields the product C=CCOC(=O)N1CC(OS(C)(=O)=O)CC1CCn1ccnc1C(O[SiH](C)C)C(C)(C)C. RXN SMILES: [C:24]([CH3:25])([CH3:26])([CH3:27])[CH:28]([c:29]1[nH:30][cH:31][cH:32][n:33]1)[O:34][SiH:35]([CH3:36])[CH3:37].[CH2:1]([CH:2]=[CH2:3])[O:4][C:5](=[O:6])[N:7]1[CH:8]([CH2:17][CH2:18][O:19][S:20]([CH3:21])(=[O:22])=[O:23])[CH2:9][CH:10]([O:12][S:13](=[O:14])(=[O:15])[CH3:16])[CH2:11]1>>[CH2:1]([CH:2]=[CH2:3])[O:4][C:5](=[O:6])[N:7]1[CH:8]([CH2:17][CH2:18][n:30]2[c:29]([CH:28]([C:24]([CH3:25])([CH3:26])[CH3:27])[O:34][SiH:35]([CH3:36])[CH3:37])[n:33][cH:32][cH:31]2)[CH2:9][CH:10]([O:12][S:13](=[O:14])(=[O:15])[CH3:16])[CH2:11]1. The reactants are [BH4-], CO, CC(C)(C)OC(=O)N1CCN(c2nnnn2-c2cccc(F)n2)CC1, CC(C)(C)OC(=O)N1CCN(c2nnnn2-c2cccc(N=[N+]=[N-])n2)CC1, Nc1cccc(F)n1, [Na+], O. Product: CC(C)(C)OC(=O)N1CCN(c2nnnn2-c2cccc(F)n2)CC1, CC(C)(C)OC(=O)N1CCN(c2nnnn2-c2cccc(N)n2)CC1. As a reaction SMILES: [BH4-:61].[CH3:63][OH:64].[F:9][c:10]1[cH:11][cH:12][cH:13][c:14](-[n:16]2[n:17][n:18][n:19][c:20]2[N:21]2[CH2:22][CH2:23][N:24]([C:27](=[O:28])[O:29][C:30]([CH3:31])([CH3:32])[CH3:33])[CH2:25][CH2:26]2)[n:15]1.[N:34](=[N+:35]=[N-:36])[c:37]1[cH:38][cH:39][cH:40][c:41](-[n:43]2[n:44][n:45][n:46][c:47]2[N:48]2[CH2:49][CH2:50][N:51]([C:54](=[O:55])[O:56][C:57]([CH3:58])([CH3:59])[CH3:60])[CH2:52][CH2:53]2)[n:42]1.[NH2:1][c:2]1[cH:3][cH:4][cH:5][c:6]([F:7])[n:8]1.[Na+:62].[OH2:65]>>[F:9][c:10]1[cH:11][cH:12][cH:13][c:14](-[n:16]2[n:17][n:18][n:19][c:20]2[N:21]2[CH2:22][CH2:23][N:24]([C:27](=[O:28])[O:29][C:30]([CH3:31])([CH3:32])[CH3:33])[CH2:25][CH2:26]2)[n:15]1.[NH2:34][c:37]1[cH:38][cH:39][cH:40][c:41](-[n:43]2[n:44][n:45][n:46][c:47]2[N:48]2[CH2:49][CH2:50][N:51]([C:54](=[O:55])[O:56][C:57]([CH3:58])([CH3:59])[CH3:60])[CH2:52][CH2:53]2)[n:42]1. The reactants are C(C1=CC=CC=C1)O[C@H]1C(O[C@@H]([C@H]1OCC1=CC=CC=C1)COCC1=CC=CC=C1)N1C(=CC(=C1)I)C=O (1-(2,3,5-tri-O-benzyl-D-ribofuranosyl)-4-iodopyrrole-2-carbaldehyde), CO (methanol), [NH4+].[OH-] (NH4OH), O (H2O). The solvent is ClCCl (dichloromethane), B(Br)(Br)Br (BBr3), C(Cl)Cl (CH2Cl2), C(Cl)Cl (CH2Cl2). Run at time 2 hour. Product: [C@@H]1([C@H](O)[C@H](O)[C@H](O1)CO)N1C(=CC(=C1)I)C=O (1-(β-D-ribofuranosyl)-4-iodopyrrole-2-carbaldehyde). As a reaction SMILES: C([O:8][C@@H:9]1[C@H:13]([O:14]CC2C=CC=CC=2)[C@@H:12]([CH2:22][O:23]CC2C=CC=CC=2)[O:11][CH:10]1[N:31]1[CH:35]=[C:34]([I:36])[CH:33]=[C:32]1[CH:37]=[O:38])C1C=CC=CC=1.CO.[NH4+].[OH-].O>ClCCl.B(Br)(Br)Br>[C@@H:10]1([N:31]2[CH:35]=[C:34]([I:36])[CH:33]=[C:32]2[CH:37]=[O:38])[O:11][C@H:12]([CH2:22][OH:23])[C@@H:13]([OH:14])[C@H:9]1[OH:8] |f:2.3|. Procedure details: To 1-(2,3,5-tri-O-benzyl-D-ribofuranosyl)-4-iodopyrrole-2-carbaldehyde in dichloromethane (15 ml), BBr3 (1 M, 8.5 ml) was added at −78° C. The reaction mixture was stirred for 2 hours, followed by addition of 50% methanol in CH2Cl2 (30 ml). After this solution was stirred at −78° C. for 10 minutes, 28% NH4OH (4 ml) was added and the reaction mixture was stirred until it reached room temperature. The solution was added to CH2Cl2 and H2O. The aqueous layer was partitioned and washed three times wi... Run at time 8 hour. The reactants are FC(C(=O)O)(F)F.C[C@H]1N(CCC1)CCC1=CC=C(C=C1)C1=CC=C(C=C1)C1(CCCC1)C(=O)N[C@H]1[C@@H](CCCC1)C(=O)OCC ((1R,2R)-ethyl 2-(1-(4′-(2-((R)-2-methylpyrrolidin-1-yl)ethyl)biphenyl-4-yl)cyclopentanecarboxamido)cyclohexanecarboxylate 2,2,2-trifluoroacetate), [OH-].[Na+] (sodium hydroxide), Cl (HCl). Product: C[C@H]1N(CCC1)CCC1=CC=C(C=C1)C1=CC=C(C=C1)C1(CCCC1)C(=O)N[C@H]1[C@@H](CCCC1)C(=O)O ((1R,2R)-2-(1-(4′-(2-((R)-2-Methylpyrrolidin-1-yl)ethyl)biphenyl-4-yl)cyclopentanecarboxamido)cyclohexanecarboxylic Acid). Procedure: To (1R,2R)-ethyl 2-(1-(4′-(2-((R)-2-methylpyrrolidin-1-yl)ethyl)biphenyl-4-yl)cyclopentanecarboxamido)cyclohexanecarboxylate 2,2,2-trifluoroacetate (2.7 mg, 4.19 μmol) was added 5M sodium hydroxide (0.017 mL, 0.084 mmol). The reaction was stirred at room temperature overnight. The mixture was neutralized with 4M HCl in dioxane. The mixture was concentrated and triturated with acetonitrile to give the title compound. LCMS m/z=503.5 [M+H]+. Run in O1CCOCC1 (dioxane). As a reaction SMILES: FC(F)(F)C(O)=O.[CH3:8][C@@H:9]1[CH2:13][CH2:12][CH2:11][N:10]1[CH2:14][CH2:15][C:16]1[CH:21]=[CH:20][C:19]([C:22]2[CH:27]=[CH:26][C:25]([C:28]3([C:33]([NH:35][C@@H:36]4[CH2:41][CH2:40][CH2:39][CH2:38][C@H:37]4[C:42]([O:44]CC)=[O:43])=[O:34])[CH2:32][CH2:31][CH2:30][CH2:29]3)=[CH:24][CH:23]=2)=[CH:18][CH:17]=1.[OH-].[Na+].Cl>O1CCOCC1>[CH3:8][C@@H:9]1[CH2:13][CH2:12][CH2:11][N:10]1[CH2:14][CH2:15][C:16]1[CH:17]=[CH:18][C:19]([C:22]2[CH:27]=[CH:26][C:25]([C:28]3([C:33]([NH:35][C@@H:36]4[CH2:41][CH2:40][CH2:39][CH2:38][C@H:37]4[C:42]([OH:44])=[O:43])=[O:34])[CH2:32][CH2:31][CH2:30][CH2:29]3)=[CH:24][CH:23]=2)=[CH:20][CH:21]=1 |f:0.1,2.3|.